This data is from the Open Reaction Database (ORD), a public repository of structured organic reaction records. The task is: describe an organic reaction: reactants, conditions, products, and yield Product: C(CCC)OCCOC1=CC=C(C=C1)C=1C=CC2=C(C=C(CCN2CC(C)C)C(=O)NC2=CC=C(C=C2)S(=O)C=2N(C=CN2)C)C1 (7-[4-(2-butoxyethoxy)phenyl]-1-isobutyl-N-[4-[[1-methylimidazol-2-yl]sulfinyl]phenyl]-2,3-dihydro-1-benzazepine-4-carboxamide). Solvent: ClCCl (dichloromethane), ClCCl (dichloromethane). As a reaction SMILES: [CH2:1]([O:5][CH2:6][CH2:7][O:8][C:9]1[CH:14]=[CH:13][C:12]([C:15]2[CH:16]=[CH:17][C:18]3[N:24]([CH2:25][CH:26]([CH3:28])[CH3:27])[CH2:23][CH2:22][C:21]([C:29]([NH:31][C:32]4[CH:37]=[CH:36][C:35]([S:38][C:39]5[N:40]([CH3:44])[CH:41]=[CH:42][N:43]=5)=[CH:34][CH:33]=4)=[O:30])=[CH:20][C:19]=3[CH:45]=2)=[CH:11][CH:10]=1)[CH2:2][CH2:3][CH3:4].ClC1C=CC=C(C(OO)=[O:54])C=1>ClCCl>[CH2:1]([O:5][CH2:6][CH2:7][O:8][C:9]1[CH:10]=[CH:11][C:12]([C:15]2[CH:16]=[CH:17][C:18]3[N:24]([CH2:25][CH:26]([CH3:27])[CH3:28])[CH2:23][CH2:22][C:21]([C:29]([NH:31][C:32]4[CH:33]=[CH:34][C:35]([S:38]([C:39]5[N:40]([CH3:44])[CH:41]=[CH:42][N:43]=5)=[O:54])=[CH:36][CH:37]=4)=[O:30])=[CH:20][C:19]=3[CH:45]=2)=[CH:13][CH:14]=1)[CH2:2][CH2:3][CH3:4]. Yield: 40.0%. Starting materials: C(CCC)OCCOC1=CC=C(C=C1)C=1C=CC2=C(C=C(CCN2CC(C)C)C(=O)NC2=CC=C(C=C2)SC=2N(C=CN2)C)C1 (7-[4-(2-butoxyethoxy)phenyl]-1-isobutyl-N-[4-[[1-methylimidazol-2-yl]sulfanyl]phenyl]-2,3-dihydro-1-benzazepine-4-carboxamide), solution, ClC1=CC(=CC=C1)C(=O)OO (3-chloroperbenzoic acid). Procedure: To a solution of 7-[4-(2-butoxyethoxy)phenyl]-1-isobutyl-N-[4-[[1-methylimidazol-2-yl]sulfanyl]phenyl]-2,3-dihydro-1-benzazepine-4-carboxamide (600 mg) in dichloromethane (15 ml) was added dropwise 70% solution of 3-chloroperbenzoic acid (355 mg) in dichloromethane (15 ml) at −78° C. The reaction vessel was removed from a dry ice-acetone bath, and sodium thiosulfate solution was added to the reaction vessel with strongly stirring. The mixture was allowed to be at room temperature, stirred for 30... Reactants: IC=1C=C(C(C(=O)O)=CC1)C(=O)O (4-Iodo-phthalic acid), NCC(=O)O (glycine). Run at temperature 200 celsius. Product: IC=1C=C2C(N(C(C2=CC1)=O)CC(=O)O)=O ((5-Iodo-1,3-dioxo-1,3-dihydro-isoindol-2-yl)-acetic acid). RXN SMILES: [I:1][C:2]1[CH:3]=[C:4]([C:11]([OH:13])=O)[C:5](=[CH:9][CH:10]=1)[C:6]([OH:8])=O.[NH2:14][CH2:15][C:16]([OH:18])=[O:17]>>[I:1][C:2]1[CH:3]=[C:4]2[C:5](=[CH:9][CH:10]=1)[C:6](=[O:8])[N:14]([CH2:15][C:16]([OH:18])=[O:17])[C:11]2=[O:13]. Procedure: 4-Iodo-phthalic acid, 10 g, was mixed intimately with 2.63 g of glycine and the mixture was heated to 200° C. for 10 min. After cooling, the solid reaction mixture was extracted with ethyl acetate to give, after concentration, 6.40 g of tan solid: MS-(−)-ion, Proton NMR (200 MHz, methanol-d-4): δ 8.26-8.18 (m, 2H), 7.68-7.61 (m, 1H), 4.39 (s, 1H). The reactants are Br.C(C)(=O)O (hydrogen bromide acetic acid), C(CCC)S(=O)(=O)NC1CC2=CC=C(C=C2C1)C=1CCC(NN1)=O (2-n-butylsulfonylamino-5-[4,5-dihydropyridazin-3(2H)-on-6-yl]indane), ice water. Solvent: CS(=O)C (dimethylsulfoxide). Reaction conditions: time 1 hour. Yields the product C(CCC)S(=O)(=O)NC1CC2=CC=C(C=C2C1)C=1C=CC(NN1)=O (2-n-butylsulfonylamino-5-[pyridazin-3(2H)-on-6-yl]indane). Isolated yield 84.2%. Reaction SMILES: Br.C(O)(=O)C.[CH2:6]([S:10]([NH:13][CH:14]1[CH2:22][C:21]2[C:16](=[CH:17][CH:18]=[C:19]([C:23]3[CH2:24][CH2:25][C:26](=[O:29])[NH:27][N:28]=3)[CH:20]=2)[CH2:15]1)(=[O:12])=[O:11])[CH2:7][CH2:8][CH3:9]>CS(C)=O>[CH2:6]([S:10]([NH:13][CH:14]1[CH2:22][C:21]2[C:16](=[CH:17][CH:18]=[C:19]([C:23]3[CH:24]=[CH:25][C:26](=[O:29])[NH:27][N:28]=3)[CH:20]=2)[CH2:15]1)(=[O:11])=[O:12])[CH2:7][CH2:8][CH3:9] |f:0.1|. Procedure: In 100 ml of a 25% hydrogen bromide-acetic acid solution was suspended 17.44 g of 2-n-butylsulfonylamino-5-[4,5-dihydropyridazin-3(2H)-on-6-yl]indane, and 3.6 ml of dimethylsulfoxide was added thereto. The mixture was stirred at room temperature for 1 hour. Then, the reaction mixture was poured into ice water, and crystals precipitated were collected by filtration and recrystallized from methanol to obtain 14.60 g of 2-n-butylsulfonylamino-5-[pyridazin-3(2H)-on-6-yl]indane. Starting materials: Cc1cc(N)n[nH]1, CCN(C(C)C)C(C)C, O=C(c1ccc(F)cc1)c1nc(Cl)c2ccccc2n1, CN(C)C=O. The product is Cc1cc(Nc2nc(C(=O)c3ccc(F)cc3)nc3ccccc23)n[nH]1. Reaction SMILES: [CH3:30][c:31]1[cH:32][c:33]([NH2:36])[n:34][nH:35]1.[CH:21]([N:22]([CH2:23][CH3:24])[CH:25]([CH3:26])[CH3:27])([CH3:28])[CH3:29].[Cl:1][c:2]1[n:3][c:4]([C:12](=[O:13])[c:14]2[cH:15][cH:16][c:17]([F:20])[cH:18][cH:19]2)[n:5][c:6]2[cH:7][cH:8][cH:9][cH:10][c:11]12.[O:37]=[CH:38][N:39]([CH3:40])[CH3:41]>>[c:2]1([NH:36][c:33]2[cH:32][c:31]([CH3:30])[nH:35][n:34]2)[n:3][c:4]([C:12](=[O:13])[c:14]2[cH:15][cH:16][c:17]([F:20])[cH:18][cH:19]2)[n:5][c:6]2[cH:7][cH:8][cH:9][cH:10][c:11]12. Reactants: COC(=O)c1cc(Cl)c(Cl)[nH]1, Cl, [Na+], [OH-]. Yields the product O=C(O)c1cc(Cl)c(Cl)[nH]1. Reaction SMILES: [Cl:1][c:2]1[cH:3][c:4]([C:8](=[O:9])[O:10][CH3:11])[nH:5][c:6]1[Cl:7].[ClH:12].[Na+:14].[OH-:13]>>[Cl:1][c:2]1[cH:3][c:4]([C:8](=[O:9])[OH:10])[nH:5][c:6]1[Cl:7].